From a dataset of the Open Reaction Database (ORD), a public repository of structured organic reaction records. describe an organic reaction: reactants, conditions, products, and yield Starting materials: C[Si](C)(C)C#Cc1ccc2c(c1)C(=O)CCS2, CO, [K+], [K+], O=C([O-])[O-], O. Yields the product C#Cc1ccc2c(c1)C(=O)CCS2. RXN SMILES: [CH3:1][Si:2]([C:3]#[C:4][c:5]1[cH:6][cH:7][c:8]2[c:9]([cH:15]1)[C:10](=[O:14])[CH2:11][CH2:12][S:13]2)([CH3:16])[CH3:17].[CH3:24][OH:25].[K+:18].[K+:19].[O-:20][C:21]([O-:22])=[O:23].[OH2:26]>>[CH:3]#[C:4][c:5]1[cH:6][cH:7][c:8]2[c:9]([cH:15]1)[C:10](=[O:14])[CH2:11][CH2:12][S:13]2.